Task: describe an organic reaction: reactants, conditions, products, and yield. Dataset: the Open Reaction Database (ORD), a public repository of structured organic reaction records Reactants: ClC=1C=C(N=NC1)C=1C=C2C=NN(C2=CC1)C (5-(5-chloropyridazin-3-yl)-1-methyl-1H-indazole), C(C)(=O)[O-].[K+] (potassium acetate), BrC=1SC2=C(N1)C=C(C(=C2C2=CC=C(C=C2)Cl)[C@@H](C(=O)OCC)OC(C)(C)C)C ((S)-ethyl 2-(2-bromo-7-(4-chlorophenyl)-5-methylbenzo[d]thiazol-6-yl)-2-tert-butoxyacetate), C(=O)([O-])[O-].[K+].[K+] (K2CO3), B1(OC(C(O1)(C)C)(C)C)B2OC(C(O2)(C)C)(C)C (bis(pinacolato)diboron), ClCCl (dichloromethane). The reagents and catalysts are C=1C=CC(=CC1)[P](C=2C=CC=CC2)(C=3C=CC=CC3)[Pd]([P](C=4C=CC=CC4)(C=5C=CC=CC5)C=6C=CC=CC6)([P](C=7C=CC=CC7)(C=8C=CC=CC8)C=9C=CC=CC9)[P](C=1C=CC=CC1)(C=1C=CC=CC1)C=1C=CC=CC1 (tetrakis(triphenylphosphine)palladium(0)). Conditions: temperature 110 celsius. Yields the product C(C)(C)(C)O[C@H](C(=O)OCC)C1=C(C2=C(N=C(S2)C2=CN=NC(=C2)C=2C=C3C=NN(C3=CC2)C)C=C1C)C1=CC=C(C=C1)Cl ((S)-ethyl 2-tert-butoxy-2-(7-(4-chlorophenyl)-5-methyl-2-(6-(1-methyl-1H-indazol-5-yl)pyridazin-4-yl)benzo[d]thiazol-6-yl)acetate). As a reaction SMILES: Cl[C:2]1[CH:3]=[C:4]([C:8]2[CH:9]=[C:10]3[C:14](=[CH:15][CH:16]=2)[N:13]([CH3:17])[N:12]=[CH:11]3)[N:5]=[N:6][CH:7]=1.B1(B2OC(C)(C)C(C)(C)O2)OC(C)(C)C(C)(C)O1.ClCCl.C([O-])(=O)C.[K+].Br[C:45]1[S:46][C:47]2[C:53]([C:54]3[CH:59]=[CH:58][C:57]([Cl:60])=[CH:56][CH:55]=3)=[C:52]([C@H:61]([O:67][C:68]([CH3:71])([CH3:70])[CH3:69])[C:62]([O:64][CH2:65][CH3:66])=[O:63])[C:51]([CH3:72])=[CH:50][C:48]=2[N:49]=1.C([O-])([O-])=O.[K+].[K+]>C1C=CC([P]([Pd]([P](C2C=CC=CC=2)(C2C=CC=CC=2)C2C=CC=CC=2)([P](C2C=CC=CC=2)(C2C=CC=CC=2)C2C=CC=CC=2)[P](C2C=CC=CC=2)(C2C=CC=CC=2)C2C=CC=CC=2)(C2C=CC=CC=2)C2C=CC=CC=2)=CC=1>[C:68]([O:67][C@@H:61]([C:52]1[C:51]([CH3:72])=[CH:50][C:48]2[N:49]=[C:45]([C:2]3[CH:3]=[C:4]([C:8]4[CH:9]=[C:10]5[C:14](=[CH:15][CH:16]=4)[N:13]([CH3:17])[N:12]=[CH:11]5)[N:5]=[N:6][CH:7]=3)[S:46][C:47]=2[C:53]=1[C:54]1[CH:55]=[CH:56][C:57]([Cl:60])=[CH:58][CH:59]=1)[C:62]([O:64][CH2:65][CH3:66])=[O:63])([CH3:69])([CH3:70])[CH3:71] |f:3.4,6.7.8,^1:82,84,103,122|. Procedure details: 5-(5-chloropyridazin-3-yl)-1-methyl-1H-indazole (75.0 mg, 0.307 mmol), bis(pinacolato)diboron (101.2 mg, 0.398 mmol), [1,1′Bis(diphenylphosphino)ferrocene]dichloropalladium(II) complex with dichloromethane (37.5 mg, 0.046 mmol), and potassium acetate (90.2 mg, 0.920 mmol) were taken in a microwave vial, and the vial was vacuum pumped and flushed with argon three times. To this mixture was added degassed DMF (3 mL). The reaction mixture was heated at 110° C. for 2 h then cooled. To the cooled rea... The reactants are C(CCC)N1C=C(C(C2=CC=C(C=C12)OC)=O)C(=O)O (1-butyl-1,4-dihydro-7-methoxy-4-quinolone-3-carboxylic acid), Br (hydrobromid). The solvent is O (water). The product is C(CCC)N1C=C(C(C2=CC=C(C=C12)O)=O)C(=O)O (1-Butyl-1,4-dihydro-7-hydroxy-4-quinolone-3-carboxylic Acid). Reaction SMILES: [CH2:1]([N:5]1[C:14]2[C:9](=[CH:10][CH:11]=[C:12]([O:15]C)[CH:13]=2)[C:8](=[O:17])[C:7]([C:18]([OH:20])=[O:19])=[CH:6]1)[CH2:2][CH2:3][CH3:4].Br>O>[CH2:1]([N:5]1[C:14]2[C:9](=[CH:10][CH:11]=[C:12]([OH:15])[CH:13]=2)[C:8](=[O:17])[C:7]([C:18]([OH:20])=[O:19])=[CH:6]1)[CH2:2][CH2:3][CH3:4]. Procedure details: 5.0 g. (18 mmol) of 1-butyl-1,4-dihydro-7-methoxy-4-quinolone-3-carboxylic acid is refluxed for 4 hours in 65 ml. of hydrobromid acid (48%). The mixture is then poured into water; the solid product is filtered off and recrystallized from dimethylformamide. The reactants are Cc1ccc(C(NC(=O)Cc2ccc(C(=O)O)cc2)c2ccccc2N2CCCCC2)cc1, C1CCOC1. The product is Cc1ccc(C(NC(=O)Cc2ccc(C=O)cc2)c2ccccc2N2CCCCC2)cc1. Reaction SMILES: [CH3:1][c:2]1[cH:3][cH:4][c:5]([CH:8]([c:9]2[c:10]([N:15]3[CH2:16][CH2:17][CH2:18][CH2:19][CH2:20]3)[cH:11][cH:12][cH:13][cH:14]2)[NH:21][C:22](=[O:23])[CH2:24][c:25]2[cH:26][cH:27][c:28]([C:29](=[O:30])[OH:31])[cH:32][cH:33]2)[cH:6][cH:7]1.[O:34]1[CH2:35][CH2:36][CH2:37][CH2:38]1>>[CH3:1][c:2]1[cH:3][cH:4][c:5]([CH:8]([c:9]2[c:10]([N:15]3[CH2:16][CH2:17][CH2:18][CH2:19][CH2:20]3)[cH:11][cH:12][cH:13][cH:14]2)[NH:21][C:22](=[O:23])[CH2:24][c:25]2[cH:26][cH:27][c:28]([CH:29]=[O:30])[cH:32][cH:33]2)[cH:6][cH:7]1. Reactants: ClCCl, Cc1ccc(C(=O)O)cc1-n1ccc2ccc(OCCN3CCOCC3)cc2c1=O, CCOC(C)=O, O=C(Cl)C(=O)Cl, Nc1ccon1, CN(C)C=O, c1ccncc1. The product is Cc1ccc(C(=O)Nc2ccon2)cc1-n1ccc2ccc(OCCN3CCOCC3)cc2c1=O. RXN SMILES: [CH2:48]([Cl:49])[Cl:50].[CH3:1][c:2]1[c:3](-[n:11]2[c:12](=[O:30])[c:13]3[cH:14][c:15]([O:21][CH2:22][CH2:23][N:24]4[CH2:25][CH2:26][O:27][CH2:28][CH2:29]4)[cH:16][cH:17][c:18]3[cH:19][cH:20]2)[cH:4][c:5]([C:6](=[O:7])[OH:8])[cH:9][cH:10]1.[CH3:51][CH2:52][O:53][C:54](=[O:55])[CH3:56].[Cl:36][C:37]([C:38]([Cl:39])=[O:40])=[O:41].[NH2:42][c:43]1[n:44][o:45][cH:46][cH:47]1.[O:31]=[CH:32][N:33]([CH3:34])[CH3:35].[cH:57]1[cH:58][cH:59][n:60][cH:61][cH:62]1>>[CH3:1][c:2]1[c:3](-[n:11]2[c:12](=[O:30])[c:13]3[cH:14][c:15]([O:21][CH2:22][CH2:23][N:24]4[CH2:25][CH2:26][O:27][CH2:28][CH2:29]4)[cH:16][cH:17][c:18]3[cH:19][cH:20]2)[cH:4][c:5]([C:6](=[O:8])[NH:42][c:43]2[n:44][o:45][cH:46][cH:47]2)[cH:9][cH:10]1. The yield is 95.3%. Procedure: In 92 ml of ethanol, is dissolved 15.8 g (45.8 mmol) of trans-1-benzyloxycarbonyl-4-trifluoromethylpyrrolidine-3-carboxylic acid ethyl ester. To the above solution, is added 46 ml of 2N sodium hydroxide on cooling with ice. The mixture is stirred at 0° C. for 1 hour and then concentrated under reduced pressure. The residue is dissolved in 100 ml of water. The solution is washed with diethyl ether. The water phase is adjusted to pH 3 with citric acid. The solution is extracted twice with dichloro... Reaction conditions: temperature 0 celsius, time 1 hour. The product is C(C1=CC=CC=C1)OC(=O)N1C[C@H]([C@@H](C1)C(F)(F)F)C(=O)O (Trans-1-benzyloxycarbonyl-4-trifluoromethylpyrrolidine-3-carboxylic acid). Reaction SMILES: C([O:3][C:4]([C@H:6]1[C@H:10]([C:11]([F:14])([F:13])[F:12])[CH2:9][N:8]([C:15]([O:17][CH2:18][C:19]2[CH:24]=[CH:23][CH:22]=[CH:21][CH:20]=2)=[O:16])[CH2:7]1)=[O:5])C.[OH-].[Na+]>C(O)C>[CH2:18]([O:17][C:15]([N:8]1[CH2:9][C@@H:10]([C:11]([F:12])([F:13])[F:14])[C@H:6]([C:4]([OH:5])=[O:3])[CH2:7]1)=[O:16])[C:19]1[CH:20]=[CH:21][CH:22]=[CH:23][CH:24]=1 |f:1.2|. The reactants are C(C)OC(=O)[C@@H]1CN(C[C@H]1C(F)(F)F)C(=O)OCC1=CC=CC=C1 (trans-1-benzyloxycarbonyl-4-trifluoromethylpyrrolidine-3-carboxylic acid ethyl ester), [OH-].[Na+] (sodium hydroxide). Solvent: C(C)O (ethanol). The product is C(C1=CC=CC=C1)OC1=C(C=C(C(=O)NN)C=C1C)C (4-benzyloxy-3,5-dimethyl-benzoic acid hydrazide). The reactants are material, C(C1=CC=CC=C1)OC1=C(C=C(C(=O)O)C=C1C)C (4-Benzyloxy-3,5-dimethyl-benzoic acid), S(=O)(Cl)Cl (thionylchloride), NN (hydrazine). Solvent: C1CCOC1 (THF), CCOCC (ether), C(Cl)(Cl)Cl (CHCl3). Reaction conditions: temperature -78 celsius. Reaction SMILES: [CH2:1]([O:8][C:9]1[C:17]([CH3:18])=[CH:16][C:12]([C:13](O)=[O:14])=[CH:11][C:10]=1[CH3:19])[C:2]1[CH:7]=[CH:6][CH:5]=[CH:4][CH:3]=1.S(Cl)(Cl)=O.[NH2:24][NH2:25]>C(Cl)(Cl)Cl.C1COCC1.CCOCC>[CH2:1]([O:8][C:9]1[C:17]([CH3:18])=[CH:16][C:12]([C:13]([NH:24][NH2:25])=[O:14])=[CH:11][C:10]=1[CH3:19])[C:2]1[CH:7]=[CH:6][CH:5]=[CH:4][CH:3]=1. Reported procedure: 4-Benzyloxy-3,5-dimethyl-benzoic acid (5.37 g, 20.9 mmol) is dissolved in CHCl3 (75 mL) and thionylchloride (10 mL) is added at rt. The mixture is stirred at reflux for 2 h. The mixture is evaporated to provide the crude acid chloride (5.62 g). A part of this material (2.75 g, 10 mmol) is dissolved in THF (10 mL) and cooled to −78° C. before it is treated with hydrazine (25 mL, 1 M solution in THF). The mixture is warmed to rt over a period of 15 h. The mixture is diluted with ether (150 mL) and... Reactants: C(C1=CC=CC=C1)(=O)NC1=CC=C(C=C1)NC1=C2C3=C(C(NC2=NC=C1)=O)C=C(C=C3)C(=O)OC (Methyl 1-(4-benzamidophenylamino)-6-oxo-5,6-dihydrobenzo[c][1,8]naphthyridine-8-carboxylate), [Li+].[OH-] (LiOH), O (H2O). Solvent: C1CCOC1 (THF). Product: C(C1=CC=CC=C1)(=O)NC1=CC=C(C=C1)NC1=C2C3=C(C(NC2=NC=C1)=O)C=C(C=C3)C(=O)O (1-(4-Benzamidophenylamino)-6-oxo-5,6-dihydrobenzo[c][1,8]naphthyridine-8-carboxylic acid). The yield is 56.7%. RXN SMILES: [C:1]([NH:9][C:10]1[CH:15]=[CH:14][C:13]([NH:16][C:17]2[CH:26]=[CH:25][N:24]=[C:23]3[C:18]=2[C:19]2[CH:31]=[CH:30][C:29]([C:32]([O:34]C)=[O:33])=[CH:28][C:20]=2[C:21](=[O:27])[NH:22]3)=[CH:12][CH:11]=1)(=[O:8])[C:2]1[CH:7]=[CH:6][CH:5]=[CH:4][CH:3]=1.[Li+].[OH-].O>C1COCC1>[C:1]([NH:9][C:10]1[CH:11]=[CH:12][C:13]([NH:16][C:17]2[CH:26]=[CH:25][N:24]=[C:23]3[C:18]=2[C:19]2[CH:31]=[CH:30][C:29]([C:32]([OH:34])=[O:33])=[CH:28][C:20]=2[C:21](=[O:27])[NH:22]3)=[CH:14][CH:15]=1)(=[O:8])[C:2]1[CH:3]=[CH:4][CH:5]=[CH:6][CH:7]=1 |f:1.2|. Procedure: 267 (220 mg, 0.47 mmol) and LiOH (56 mg, 2.37 mmol) were suspended in THF (2 mL) and H2O (2 mL) and stirred overnight at room temperature. The THF was removed, the mixture was diluted with H2O, and acidified to pH=5 with 1M HCl. The crude product was purified via HP-LC to provide 268 (120 mg, 56% yield) as a white solid. LC-MS (M+H=451, obsd.=451).